This data is from the Open Reaction Database (ORD), a public repository of structured organic reaction records. The task is: describe an organic reaction: reactants, conditions, products, and yield Reactants: OC=1C=C(C(=O)O)C=CC1O (3,4-Dihydroxy benzoic acid), C(C1=CC=CC=C1)Br (benzyl bromide), C([O-])([O-])=O.[K+].[K+] (potassium carbonate). The solvent is C(C)#N (acetonitrile). Product: C(C1=CC=CC=C1)OC=1C=C(C(=O)O)C=CC1OCC1=CC=CC=C1 (3,4-bis(benzyloxy)benzoic acid). As a reaction SMILES: [OH:1][C:2]1[CH:3]=[C:4]([CH:8]=[CH:9][C:10]=1[OH:11])[C:5]([OH:7])=[O:6].[CH2:12](Br)[C:13]1[CH:18]=[CH:17][CH:16]=[CH:15][CH:14]=1.C(=O)([O-])[O-].[K+].[K+]>C(#N)C>[CH2:12]([O:1][C:2]1[CH:3]=[C:4]([CH:8]=[CH:9][C:10]=1[O:11][CH2:5][C:4]1[CH:8]=[CH:9][CH:10]=[CH:2][CH:3]=1)[C:5]([OH:7])=[O:6])[C:13]1[CH:18]=[CH:17][CH:16]=[CH:15][CH:14]=1 |f:2.3.4|. Procedure details: 3,4-Dihydroxy benzoic acid, benzyl bromide, and potassium carbonate were dissolved in acetonitrile, and the solution was refluxed for 18 hours. The reaction solution was then cooled to room temperature and filtered. The solution was then concentrated and diluted with hexanes, resulting in a solid that was collected by filtration. The solid was then recrystallized in the mixture of THF and hexanes, giving rise to a pure product. Starting materials: CS(=O)(=O)Cl, [H-], Cc1cc(C)c(N2CCCC2)c(C)c1NS(=O)(=O)c1cc(Cl)cc(Cl)c1N, [Na+], CN(C)C=O. Yields the product Cc1cc(C)c(N2CCCC2)c(C)c1NS(=O)(=O)c1cc(Cl)cc(Cl)c1NS(C)(=O)=O. As a reaction SMILES: [CH3:30][S:31]([Cl:32])(=[O:33])=[O:34].[H-:29].[NH2:1][c:2]1[c:3]([S:10](=[O:11])(=[O:12])[NH:13][c:14]2[c:15]([CH3:27])[c:16]([N:22]3[CH2:23][CH2:24][CH2:25][CH2:26]3)[c:17]([CH3:21])[cH:18][c:19]2[CH3:20])[cH:4][c:5]([Cl:9])[cH:6][c:7]1[Cl:8].[Na+:28].[O:35]=[CH:36][N:37]([CH3:38])[CH3:39]>>[NH:1]([c:2]1[c:3]([S:10](=[O:11])(=[O:12])[NH:13][c:14]2[c:15]([CH3:27])[c:16]([N:22]3[CH2:23][CH2:24][CH2:25][CH2:26]3)[c:17]([CH3:21])[cH:18][c:19]2[CH3:20])[cH:4][c:5]([Cl:9])[cH:6][c:7]1[Cl:8])[S:31]([CH3:30])(=[O:33])=[O:34]. Reactants: C(C)(=O)OC1C(OC2=C1C=C(C=C2C(C)(C)C)C(C)(C)C)=O (3-acetoxy-5,7-di-tert-butyl-3H-benzofuran-2-one), C(C)(=O)OC1C(OC2=C1C=C(C=C2C(C)(C)C)C(C)(C)C)=O (3-acetoxy-5,7-di-tert-butyl-3H-benzofuran-2-one), CC=1C=CC(=CC1)C (p-xylene), 22B. The solvent is O (water). Yields the product C(C)(C)(C)C=1C=C(C2=C(C(C(O2)=O)C2=C(C=CC(=C2)C)C)C1)C(C)(C)C (5,7-di-tert-butyl-3-(2,5-dimethylphenyl)-3H-benzofuran-2-one). The yield is 59.9%. RXN SMILES: C(O[CH:5]1[C:9]2[CH:10]=[C:11]([C:18]([CH3:21])([CH3:20])[CH3:19])[CH:12]=[C:13]([C:14]([CH3:17])([CH3:16])[CH3:15])[C:8]=2[O:7][C:6]1=[O:22])(=O)C.[CH3:23][C:24]1[CH:25]=[CH:26][C:27]([CH3:30])=[CH:28][CH:29]=1>O>[C:18]([C:11]1[CH:12]=[C:13]([C:14]([CH3:16])([CH3:17])[CH3:15])[C:8]2[O:7][C:6](=[O:22])[CH:5]([C:29]3[CH:28]=[C:27]([CH3:30])[CH:26]=[CH:25][C:24]=3[CH3:23])[C:9]=2[CH:10]=1)([CH3:20])([CH3:19])[CH3:21]. Procedure: To a solution of 15.3 g (50.0 mmol) of 3-acetoxy-5,7-di-tert-butyl-3H-benzofuran-2-one (compound (206), Table 2, Example 2a) in 25 ml (0.20 mol) of p-xylene is added 1.0 g of Fulcat 22B and the mixture is refluxed for 17 hours on a water separator. The Fulcat 22B catalyst is then removed by filtration and excess p-xylene is removed by distillation on a vacuum rotaray evaporator. Crystallisation of the residue from 20 ml of methanol yields 10.5 g (60%) of 5,7-di-tert-butyl-3-(2,5-dimethylphenyl)-... Starting materials: C[O-].[Na+] (sodium methylate), Cl.C(C)(=N)N (acetamidine hydrochloride), COC=C(C#N)C(OC)OC (2-methoxymethylene-3,3-dimethoxypropanenitrile). Run in CO (methanol), CO (methanol). Conditions: time 30 minute. The product is CC1=NC=C(C(=N1)N)C(OC)OC (2-methyl-4-amino-5-dimethoxymethylpyrimidine). The yield is 87.9%. Reaction SMILES: C[O-].[Na+].Cl.[C:5]([NH2:8])(=[NH:7])[CH3:6].CO[CH:11]=[C:12]([CH:15]([O:18][CH3:19])[O:16][CH3:17])[C:13]#[N:14]>CO>[CH3:6][C:5]1[N:8]=[C:13]([NH2:14])[C:12]([CH:15]([O:18][CH3:19])[O:16][CH3:17])=[CH:11][N:7]=1 |f:0.1,2.3|. Procedure details: In a 50 ml four-necked flask equipped with a calciumchloride tube, a thermometer and a reflux condenser, there were placed 11.6 g (60 mmoles) of a 28 wt. % solution of sodium methylate in methanol and 10 ml of methanol. Thereto was added with stirring 5.67 g of acetamidine hydrochloride (60 mmoles) and the mixture was stirred at room temperature for 30 minutes. Then, 7.85 g (50 mmoles) of 2-methoxymethylene-3,3-dimethoxypropanenitrile was added thereto and the mixture was heated and refluxed for...